From a dataset of the Open Reaction Database (ORD), a public repository of structured organic reaction records. describe an organic reaction: reactants, conditions, products, and yield The reactants are [Br-], CC(=O)N1c2ccc(O)cc2C(C)(c2ccccc2)CC1(C)C, O=C([O-])[O-], CCCC[N+](CCCC)(CCCC)CCCC, CC#N, ClCC1CC1, [Cs+], [Cs+]. Product: CC(=O)N1c2ccc(OCC3CC3)cc2C(C)(c2ccccc2)CC1(C)C. RXN SMILES: [Br-:35].[C:1]([CH3:2])(=[O:3])[N:4]1[C:5]([CH3:22])([CH3:23])[CH2:6][C:7]([CH3:15])([c:16]2[cH:17][cH:18][cH:19][cH:20][cH:21]2)[c:8]2[cH:9][c:10]([OH:14])[cH:11][cH:12][c:13]21.[C:24](=[O:25])([O-:26])[O-:27].[CH3:36][CH2:37][CH2:38][CH2:39][N+:40]([CH2:41][CH2:42][CH2:43][CH3:44])([CH2:45][CH2:46][CH2:47][CH3:48])[CH2:49][CH2:50][CH2:51][CH3:52].[CH3:53][C:54]#[N:55].[Cl:30][CH2:31][CH:32]1[CH2:33][CH2:34]1.[Cs+:28].[Cs+:29]>>[C:1]([CH3:2])(=[O:3])[N:4]1[C:5]([CH3:22])([CH3:23])[CH2:6][C:7]([CH3:15])([c:16]2[cH:17][cH:18][cH:19][cH:20][cH:21]2)[c:8]2[cH:9][c:10]([O:14][CH2:31][CH:32]3[CH2:33][CH2:34]3)[cH:11][cH:12][c:13]21. Starting materials: CCO, CNC, O=C(CCl)Nc1ccccc1[N+](=O)[O-]. Yields the product CN(C)CC(=O)Nc1ccccc1[N+](=O)[O-]. Reaction SMILES: [CH3:18][CH2:19][OH:20].[CH3:1][NH:2][CH3:3].[N+:4](=[O:5])([O-:6])[c:7]1[c:8]([NH:13][C:14]([CH2:15][Cl:16])=[O:17])[cH:9][cH:10][cH:11][cH:12]1>>[CH3:1][N:2]([CH3:3])[CH2:15][C:14]([NH:13][c:8]1[c:7]([N+:4](=[O:5])[O-:6])[cH:12][cH:11][cH:10][cH:9]1)=[O:17].